Dataset: the Open Reaction Database (ORD), a public repository of structured organic reaction records. Task: describe an organic reaction: reactants, conditions, products, and yield The reactants are COC(=O)C(C)=O, Cc1cccc(C)c1N, c1ccccc1. Yields the product COC(=O)C(C)=Nc1c(C)cccc1C. Reaction SMILES: [CH3:10][O:11][C:12](=[O:13])[C:14]([CH3:15])=[O:16].[CH3:1][c:2]1[c:3]([NH2:4])[c:5]([CH3:9])[cH:6][cH:7][cH:8]1.[cH:17]1[cH:18][cH:19][cH:20][cH:21][cH:22]1>>[CH3:1][c:2]1[c:3]([N:4]=[C:14]([C:12]([O:11][CH3:10])=[O:13])[CH3:15])[c:5]([CH3:9])[cH:6][cH:7][cH:8]1. Starting materials: B1(N2CCC[C@H]2C(O1)(C3=CC=CC=C3)C4=CC=CC=C4)C ((S)-2-methyl-CBS-oxazaborolidine), [Si](C)(C)(C(C)(C)C)O[C@@H](CCCC(/C=C/[C@@H]1N(C(CC1)=O)CCC1=CC=C(C(=O)OC)C=C1)=O)C (Methyl 4-{2-[(2R)-2((1E,7R)-7-{[tert-butyl(dimethyl)silyl]oxy}-3-oxooct-1-enyl)-5-oxopyrrolidin-1-yl}ethyl}benzoate). Run in C1CCOC1 (THF), C1CCOC1 (THF). Run at time 15 minute. Yields the product [Si](C)(C)(C(C)(C)C)O[C@@H](CCC[C@H](/C=C/[C@@H]1N(C(CC1)=O)CCC1=CC=C(C(=O)OC)C=C1)O)C (Methyl 4-{2-[(2R)-2((1E,3R,7R)-7-{[tert-butyl(dimethyl)silyl]oxy}-3-hydroxyoct-1-enyl)-5-oxopyrrolidin-1-yl}ethyl}benzoate). As a reaction SMILES: B1(C)OC(C2C=CC=CC=2)(C2C=CC=CC=2)[C@H]2N1CCC2.[Si:22]([O:29][C@H:30]([CH3:56])[CH2:31][CH2:32][CH2:33][C:34](=[O:55])/[CH:35]=[CH:36]/[C@H:37]1[CH2:41][CH2:40][C:39](=[O:42])[N:38]1[CH2:43][CH2:44][C:45]1[CH:54]=[CH:53][C:48]([C:49]([O:51][CH3:52])=[O:50])=[CH:47][CH:46]=1)([C:25]([CH3:28])([CH3:27])[CH3:26])([CH3:24])[CH3:23]>C1COCC1>[Si:22]([O:29][C@H:30]([CH3:56])[CH2:31][CH2:32][CH2:33][C@@H:34]([OH:55])/[CH:35]=[CH:36]/[C@H:37]1[CH2:41][CH2:40][C:39](=[O:42])[N:38]1[CH2:43][CH2:44][C:45]1[CH:54]=[CH:53][C:48]([C:49]([O:51][CH3:52])=[O:50])=[CH:47][CH:46]=1)([C:25]([CH3:28])([CH3:27])[CH3:26])([CH3:24])[CH3:23]. Reported procedure: To a solution of (S)-2-methyl-CBS-oxazaborolidine (1.0 M in toluene, 0.4 mL, 0.4 mmol) in anhydrous THF (10 mL) at 0° C. was added Borane-THF complex (1.0 M, 0.4 mL, 0.4 mmol) dropwise. The mixture was stirred for 15 minutes. Methyl 4-{2-[(2R)-2((1E,7R)-7-{[tert-butyl(dimethyl)silyl]oxy}-3-oxooct-1-enyl)-5-oxopyrrolidin-1-yl}ethyl}benzoate (200 mg, 0.4 mmol) in THF (1 mL) was added dropwise. The mixture was stirred for 3 hours. The mixture was quenched with addition of 1 mL of the saturated ammo... Reaction SMILES: [O:1]=[C:2]1[C:10]2[O:9][CH:8]=[CH:7][C:6]=2[CH2:5][CH2:4][CH2:3]1.[Br:11]Br>C(OCC)C>[Br:11][CH:3]1[CH2:4][CH2:5][C:6]2[CH:7]=[CH:8][O:9][C:10]=2[C:2]1=[O:1]. Starting materials: O=C1CCCC=2C=COC21 (7-oxo-4,5,6,7-tetrahydrobenzofuran), BrBr (bromine). The product is BrC1C(C2=C(C=CO2)CC1)=O (6-bromo-7-oxo-4,5,6,7-tetrahydrobenzofuran). Procedure details: In 100 ml of diethyl ether, 1.09 g of 7-oxo-4,5,6,7-tetrahydrobenzofuran was dissolved, and 0.41 ml of bromine was added. The mixture was stirred at room temperature for one hour. The solvent was then evaporated, and the residue was subjected to silica gel column chromatography, whereby 1.13 g of 6-bromo-7-oxo-4,5,6,7-tetrahydrobenzofuran was obtained as the oil form from the fraction eluted with hexane-ethyl acetate (10:1). Run at time 1 hour. The solvent is C(C)OCC (diethyl ether). Reactants: O=C([O-])[O-], CCC(=O)Nc1ccc(O)cc1C(=O)OC, O=[N+]([O-])c1ccccc1F, [K+], [K+], CN(C)C=O, O. The product is CCC(=O)Nc1ccc(Oc2ccccc2[N+](=O)[O-])cc1C(=O)OC. RXN SMILES: [C:17](=[O:18])([O-:19])[O-:20].[CH3:1][O:2][C:3]([c:4]1[c:5]([NH:11][C:12]([CH2:13][CH3:14])=[O:15])[cH:6][cH:7][c:8]([OH:10])[cH:9]1)=[O:16].[F:23][c:24]1[c:25]([N+:30](=[O:31])[O-:32])[cH:26][cH:27][cH:28][cH:29]1.[K+:21].[K+:22].[O:34]=[CH:35][N:36]([CH3:37])[CH3:38].[OH2:33]>>[CH3:1][O:2][C:3]([c:4]1[c:5]([NH:11][C:12]([CH2:13][CH3:14])=[O:15])[cH:6][cH:7][c:8]([O:10][c:24]2[c:25]([N+:30](=[O:31])[O-:32])[cH:26][cH:27][cH:28][cH:29]2)[cH:9]1)=[O:16]. Starting materials: ClC1=C(C(=O)OC)C=CC(=N1)C (methyl 2-chloro-6-methylnicotinate), Cl (hydrochloric acid), C(C=C)N (allylamine), C([O-])([O-])=O.[Na+].[Na+] (sodium carbonate). Reagents/catalysts: C(C)OCC (diethyl ether). The solvent is C(C)O (ethanol), C(C)O (ethanol). The product is COC(C1=C(N=C(C=C1)C)NCC=C)=O (2-allylamino-6-methylnicotinic acid methyl ester). As a reaction SMILES: Cl[C:2]1[N:11]=[C:10]([CH3:12])[CH:9]=[CH:8][C:3]=1[C:4]([O:6][CH3:7])=[O:5].[CH2:13]([NH2:16])[CH:14]=[CH2:15].C(=O)([O-])[O-].[Na+].[Na+].Cl>C(OCC)C.C(O)C>[CH3:7][O:6][C:4](=[O:5])[C:3]1[CH:8]=[CH:9][C:10]([CH3:12])=[N:11][C:2]=1[NH:16][CH2:13][CH:14]=[CH2:15] |f:2.3.4|. Procedure details: A stirred mixture of 9.25 g. (0.05 mole) of methyl 2-chloro-6-methylnicotinate, 2,85 g. (0.05 mole) of allylamine and 5.3 g. (0.05 mole) of sodium carbonate in 50 ml. of ethanol was heated under reflux for 5 hours. The mixture was filtered and the filtrate was evaporated in a rotary evaporator. The residue was diluted with 50 ml. of water and was extracted with 50 ml. of diethyl ether. The ether layer was dried over magnesium sulfate, filtered and was evaporated. The residue was passed through a...